From a dataset of the Open Reaction Database (ORD), a public repository of structured organic reaction records. describe an organic reaction: reactants, conditions, products, and yield Starting materials: [N+](=O)([O-])C1=C(C=CC(=C1)S(=O)(=O)C1=CC=CC=C1)Cl (2-Nitro-4-(phenylsulfonyl)chlorobenzene), ClCCl (dichloromethane), stannous chloride dihydrate. Run in C(C)O (ethanol). Conditions: temperature 75 celsius. Yields the product ClC1=CC=C(C=C1N)S(=O)(=O)C1=CC=CC=C1 (6-Chloro-3-(phenylsulfonyl)aniline). Isolated yield 82.8%. Reaction SMILES: [N+:1]([C:4]1[CH:9]=[C:8]([S:10]([C:13]2[CH:18]=[CH:17][CH:16]=[CH:15][CH:14]=2)(=[O:12])=[O:11])[CH:7]=[CH:6][C:5]=1[Cl:19])([O-])=O.ClCCl>C(O)C>[Cl:19][C:5]1[C:4]([NH2:1])=[CH:9][C:8]([S:10]([C:13]2[CH:18]=[CH:17][CH:16]=[CH:15][CH:14]=2)(=[O:11])=[O:12])=[CH:7][CH:6]=1. Reported procedure: 2-Nitro-4-(phenylsulfonyl)chlorobenzene (9.8 g) and stannous chloride dihydrate (33.5 g) were suspended in absolute ethanol (200 mL) and heated to 75° C. for 40 minutes. The solution was evaporated and the resulting material was cooled to 0° C. Water (100 mL) was added, and the pH was adjusted to 8.0 with aqueous sodium hydroxide. The resulting solids were removed by filtration and the aqueous filtrate was extracted with ethyl acetate. The combined ethyl acetate solutions were evaporated to give... Starting materials: C(C(C)=C)Cl (methallyl chloride), [SiH](CC)(CC)CC (Et3SiH), C[SiH](Cl)Cl (MeSiHCl2). Reaction conditions: temperature 50 celsius. The product is C[Si](Cl)(Cl)CC(C)CCl (MeSiCl2CH2CHMeCH2Cl), [Si](CC)(CC)(CC)CC(C)CCl (Et3SiCH2CHMeCH2Cl). Isolated yield 20.9%. As a reaction SMILES: [SiH:1]([CH2:6][CH3:7])([CH2:4][CH3:5])[CH2:2][CH3:3].[CH3:8][SiH:9]([Cl:11])[Cl:10].[CH2:12]([Cl:16])[C:13](=[CH2:15])[CH3:14]>>[CH3:8][Si:9]([CH2:14][CH:13]([CH2:12][Cl:16])[CH3:15])([Cl:11])[Cl:10].[Si:1]([CH2:14][CH:13]([CH2:12][Cl:16])[CH3:15])([CH2:6][CH3:7])([CH2:4][CH3:5])[CH2:2][CH3:3]. Procedure details: In a 100 ml apparatus, there were combined 11.6 g (0.1 mol) of Et3SiH, 11.5 g (0.1 mol) of MeSiHCl2, and 9.1 g (0.1 mol) of methallyl chloride. After heating to 50° C., the heat source was removed and 0.05 ml Pt catalyst solution added, causing an exothermic reaction to 83.5° C. in 4 min. The complete reaction was vacuum distilled, yielding 13.83 g (67.3%) of MeSiCl2CH2CHMeCH2Cl and 4.31 g (20.9%) of Et3SiCH2CHMeCH2Cl. This example shows that while MeSiHCl2 at the equimolar level promotes the re...